From a dataset of the Open Reaction Database (ORD), a public repository of structured organic reaction records. describe an organic reaction: reactants, conditions, products, and yield Reactants: C(C)OC(=O)C=1C(=C2C(=NC1)N(N=C2C)CC)OCC (4-ethoxy-1-ethyl-3-methyl-1H-pyrazolo[3,4-b]pyridine-5-carboxylic acid ethyl ester), 3a, [H-].[Al+3].[Li+].[H-].[H-].[H-] (lithium aluminium hydride). Product: C(C)OC1=C2C(=NC=C1CO)N(N=C2C)CC (4-ethoxy-1-ethyl-3-methyl-1H-pyrazolo[3,4-b]pyridine-5-methanol). Yield: 82.0%. As a reaction SMILES: C([O:3][C:4]([C:6]1[C:7]([O:18][CH2:19][CH3:20])=[C:8]2[C:14]([CH3:15])=[N:13][N:12]([CH2:16][CH3:17])[C:9]2=[N:10][CH:11]=1)=O)C.[H-].[Al+3].[Li+].[H-].[H-].[H-]>>[CH2:19]([O:18][C:7]1[C:6]([CH2:4][OH:3])=[CH:11][N:10]=[C:9]2[N:12]([CH2:16][CH3:17])[N:13]=[C:14]([CH3:15])[C:8]=12)[CH3:20] |f:1.2.3.4.5.6|. Reported procedure: By treating the 4-ethoxy-1-ethyl-3-methyl-1H-pyrazolo[3,4-b]pyridine-5-carboxylic acid ethyl ester (prepared by combining the procedures of Examples 2b and 3a, m.p. 93°-94°) with lithium aluminium hydride as in Example 3b, 4-ethoxy-1-ethyl-3-methyl-1H-pyrazolo[3,4-b]pyridine-5-methanol is obtained. Yield 82%, m.p. 85°-86°. Reactants: C1(=CC=CC=C1)C1(C2(OCCO2)CCCC1)C/C=C/C(=O)OC ((E)-methyl 4-(6-phenyl-1,4-dioxaspiro[4.5]decan-6-yl)but-2-enoate). Reagents/catalysts: [Pd] (Pd/C). Solvent: CO (MeOH). Conditions: time 3.5 hour. Yields the product C1(=CC=CC=C1)C1(C2(OCCO2)CCCC1)CCCC(=O)OC (Methyl 4-(6-phenyl-1,4-dioxaspiro[4.5]decan-6-yl)butanoate). As a reaction SMILES: [C:1]1([C:7]2([CH2:17]/[CH:18]=[CH:19]/[C:20]([O:22][CH3:23])=[O:21])[CH2:16][CH2:15][CH2:14][CH2:13][C:8]32[O:12][CH2:11][CH2:10][O:9]3)[CH:6]=[CH:5][CH:4]=[CH:3][CH:2]=1>CO.[Pd]>[C:1]1([C:7]2([CH2:17][CH2:18][CH2:19][C:20]([O:22][CH3:23])=[O:21])[CH2:16][CH2:15][CH2:14][CH2:13][C:8]32[O:12][CH2:11][CH2:10][O:9]3)[CH:2]=[CH:3][CH:4]=[CH:5][CH:6]=1. Procedure: To a solution of (E)-methyl 4-(6-phenyl-1,4-dioxaspiro[4.5]decan-6-yl)but-2-enoate (136 mg, 0.430 mmol) in MeOH (15 mL) was added about 50 mg of 10% Pd/C and the mixture was stirred under H2 (25 psi) for 3.5 hrs. It was filtered through Celite and evaporated to give an oily residue. LC/MS: m/e 319.10 (M+H)+.